From a dataset of the Open Reaction Database (ORD), a public repository of structured organic reaction records. describe an organic reaction: reactants, conditions, products, and yield Starting materials: S(=O)(Cl)Cl (Thionyl chloride), ClC1=CC=C(C=C1)NC1=NC=C(C=N1)CO ((2-((4-chlorophenyl)amino)pyrimidin-5-yl)methanol). Run in C(Cl)Cl (DCM). Reaction conditions: temperature 0 celsius, time 18 hour. The product is ClCC=1C=NC(=NC1)NC1=CC=C(C=C1)Cl (5-(chloromethyl)-N-(4-chlorophenyl)pyrimidin-2-amine). The yield is 112.9%. As a reaction SMILES: S(Cl)([Cl:3])=O.[Cl:5][C:6]1[CH:11]=[CH:10][C:9]([NH:12][C:13]2[N:18]=[CH:17][C:16]([CH2:19]O)=[CH:15][N:14]=2)=[CH:8][CH:7]=1>C(Cl)Cl>[Cl:3][CH2:19][C:16]1[CH:15]=[N:14][C:13]([NH:12][C:9]2[CH:10]=[CH:11][C:6]([Cl:5])=[CH:7][CH:8]=2)=[N:18][CH:17]=1. Procedure: Thionyl chloride (0.427 mL, 5.86 mmol) was added to a suspension of (2-((4-chlorophenyl)amino)pyrimidin-5-yl)methanol (0.23 g, 0.976 mmol) in DCM (10 mL) cooled to 0° C. The mixture was stirred for 18 h while warming to room temperature. The reaction mixture was concentrated and the residue triturated with ether to give 5-(chloromethyl)-N-(4-chlorophenyl)pyrimidin-2-amine as a pale yellow solid (0.28 g, 99%). 1H NMR (400 MHz, DMSO-d6) δ ppm 10.03 (s, 1H), 8.60 (s, 2H), 7.85-7.64 (m, 2H), 7.41-7.... Reactants: ClC1=NC2=CC=CC=C2N=C1Cl (2,3-dichloroquinoxaline), C1(=CC=CC=C1)O (phenol), [H-].[Na+] (sodium hydride). The solvent is C1CCOC1 (THF), C1CCOC1 (THF). Conditions: time 3 day. The product is ClC1=NC2=CC=CC=C2N=C1OC1=CC=CC=C1 (2-Chloro-3-phenoxyquinoxaline). Reaction SMILES: [C:1]1([OH:7])[CH:6]=[CH:5][CH:4]=[CH:3][CH:2]=1.[H-].[Na+].[Cl:10][C:11]1[C:20](Cl)=[N:19][C:18]2[C:13](=[CH:14][CH:15]=[CH:16][CH:17]=2)[N:12]=1>C1COCC1>[Cl:10][C:11]1[C:20]([O:7][C:1]2[CH:6]=[CH:5][CH:4]=[CH:3][CH:2]=2)=[N:19][C:18]2[C:13](=[CH:14][CH:15]=[CH:16][CH:17]=2)[N:12]=1 |f:1.2|. Procedure: A solution of phenol (564 mg, 6 mmol) in THF (5 ml) was added to a suspension of sodium hydride (60% in mineral oil, 240 mg, 6 mmol) in THF (10 ml). After 10 min 2,3-dichloroquinoxaline (995 mg, 5 mmol) was added. The mixture was stirred for 3 days. The solvent was removed in vacuo, the residue was dissolved in EtOAc, washed with NaOH (1M), dried (Na2SO4) and evaporated in vacuo to give a yellow solid. Recrystallisation from diisopropylether gave the title compound as off-white needles: δH (DMSO... Reactants: Cn1cc(C(=O)N(C(=O)OC(C)(C)C)C2CC2c2ncc(Cl)cc2Cl)c(C(F)F)n1, ClCCl, O=C(O)C(F)(F)F. Product: Cn1cc(C(=O)NC2CC2c2ncc(Cl)cc2Cl)c(C(F)F)n1. RXN SMILES: [Cl:1][c:2]1[c:3]([CH:9]2[CH:10]([N:12]([C:13](=[O:14])[O:15][C:16]([CH3:17])([CH3:18])[CH3:19])[C:20](=[O:21])[c:22]3[c:23]([CH:28]([F:29])[F:30])[n:24][n:25]([CH3:27])[cH:26]3)[CH2:11]2)[n:4][cH:5][c:6]([Cl:8])[cH:7]1.[Cl:38][CH2:39][Cl:40].[OH:31][C:32]([C:33]([F:34])([F:35])[F:36])=[O:37]>>[Cl:1][c:2]1[c:3]([CH:9]2[CH:10]([NH:12][C:20](=[O:21])[c:22]3[c:23]([CH:28]([F:29])[F:30])[n:24][n:25]([CH3:27])[cH:26]3)[CH2:11]2)[n:4][cH:5][c:6]([Cl:8])[cH:7]1. Starting materials: C(C)(C)(C)OC(=O)N1CC(C1)C(C#C)(O)C=1C=C2C(=C(C(=NC2=CC1)OC)CC1=CC=C(C=C1)C(F)(F)F)Cl (tert-Butyl-3-(1-(4-chloro-2-methoxy-3-(4-(trifluoromethyl)benzyl)quinolin-6-yl)-1-hydroxyprop-2-yn-1-yl)azetidine-1-carboxylate), C(=O)O (formic acid), Cl (HCl). Reaction conditions: temperature 0 celsius, time 30 minute. The product is N1CC(C1)C(C#C)(O)C=1C=C2C(=C(C(=NC2=CC1)OC)CC1=CC=C(C=C1)C(F)(F)F)Cl (1-(Azetidin-3-yl)-1-(4-chloro-2-methoxy-3-(4-(trifluoromethyl)benzyl)quinolin-6-yl)prop-2-yn-1-ol). RXN SMILES: C(OC([N:8]1[CH2:11][CH:10]([C:12]([C:16]2[CH:17]=[C:18]3[C:23](=[CH:24][CH:25]=2)[N:22]=[C:21]([O:26][CH3:27])[C:20]([CH2:28][C:29]2[CH:34]=[CH:33][C:32]([C:35]([F:38])([F:37])[F:36])=[CH:31][CH:30]=2)=[C:19]3[Cl:39])([OH:15])[C:13]#[CH:14])[CH2:9]1)=O)(C)(C)C.C(O)=O.Cl>>[NH:8]1[CH2:11][CH:10]([C:12]([C:16]2[CH:17]=[C:18]3[C:23](=[CH:24][CH:25]=2)[N:22]=[C:21]([O:26][CH3:27])[C:20]([CH2:28][C:29]2[CH:30]=[CH:31][C:32]([C:35]([F:38])([F:36])[F:37])=[CH:33][CH:34]=2)=[C:19]3[Cl:39])([OH:15])[C:13]#[CH:14])[CH2:9]1. Procedure: To a flask containing tert-butyl 3-(1-(4-chloro-2-methoxy-3-(4-(trifluoromethyl)benzyl)quinolin-6-yl)-1-hydroxyprop-2-yn-1-yl)azetidine-1-carboxylate (165 mg, 0.29 mmol, Example 8) was added formic acid (5 mL, 132.5 mmol). The solution was cooled to 0° C. and 6 N aqueous HCl (50 μL, 0.3 mmol) was added. The mixture was stirred at 0° C. for 30 minutes then allowed to warm to room temperature. After 60 minutes, the reaction mixture was quenched with MeOH (10 mL) and stirred for 15 minutes and then... The reactants are CN(C)C=O, OCCCCl, Oc1cccc(F)c1, [H-], [Na+], O. The product is OCCCOc1cccc(F)c1. Reaction SMILES: [CH3:16][N:17]([CH3:18])[CH:19]=[O:20].[Cl:11][CH2:12][CH2:13][CH2:14][OH:15].[F:3][c:4]1[cH:5][c:6]([OH:10])[cH:7][cH:8][cH:9]1.[H-:1].[Na+:2].[OH2:21]>>[F:3][c:4]1[cH:5][c:6]([O:10][CH2:12][CH2:13][CH2:14][OH:15])[cH:7][cH:8][cH:9]1. The reactants are CN(C)C(=O)COCCO, ClCCl, O=S(Cl)Cl. Yields the product CN(C)C(=O)COCCCl. RXN SMILES: [CH3:1][N:2]([C:3]([CH2:4][O:5][CH2:6][CH2:7][OH:8])=[O:9])[CH3:10].[Cl:15][CH2:16][Cl:17].[S:11]([Cl:12])([Cl:13])=[O:14]>>[CH3:1][N:2]([C:3]([CH2:4][O:5][CH2:6][CH2:7][Cl:13])=[O:9])[CH3:10].